Dataset: the Open Reaction Database (ORD), a public repository of structured organic reaction records. Task: describe an organic reaction: reactants, conditions, products, and yield The reactants are COCCOCCOc1cccc2c1CN(Cc1ccc(OC)cc1)C2, CO, ClCCCl. The product is COCCOCCOc1cccc2c1CNC2. Reaction SMILES: [CH3:1][O:2][c:3]1[cH:4][cH:5][c:6]([CH2:7][N:8]2[CH2:9][c:10]3[cH:11][cH:12][cH:13][c:14]([O:17][CH2:18][CH2:19][O:20][CH2:21][CH2:22][O:23][CH3:24])[c:15]3[CH2:16]2)[cH:25][cH:26]1.[CH3:27][OH:28].[Cl:29][CH2:30][CH2:31][Cl:32]>>[NH:8]1[CH2:9][c:10]2[cH:11][cH:12][cH:13][c:14]([O:17][CH2:18][CH2:19][O:20][CH2:21][CH2:22][O:23][CH3:24])[c:15]2[CH2:16]1. Product: CNC(=O)c1ccc(Oc2ccc3c(c2)CCNCC3)c(OC)c1. RXN SMILES: [CH3:1][NH:2][C:3](=[O:4])[c:5]1[cH:6][c:7]([O:30][CH3:31])[c:8]([O:11][c:12]2[cH:13][c:14]3[c:15]([cH:28][cH:29]2)[CH2:16][CH2:17][N:18]([C:21]([O:22][C:23]([CH3:24])([CH3:25])[CH3:26])=[O:27])[CH2:19][CH2:20]3)[cH:9][cH:10]1.[Cl:39][CH2:40][Cl:41].[OH:32][C:33]([C:34]([F:35])([F:36])[F:37])=[O:38]>>[CH3:1][NH:2][C:3](=[O:4])[c:5]1[cH:6][c:7]([O:30][CH3:31])[c:8]([O:11][c:12]2[cH:13][c:14]3[c:15]([cH:28][cH:29]2)[CH2:16][CH2:17][NH:18][CH2:19][CH2:20]3)[cH:9][cH:10]1. Starting materials: CNC(=O)c1ccc(Oc2ccc3c(c2)CCN(C(=O)OC(C)(C)C)CC3)c(OC)c1, ClCCl, O=C(O)C(F)(F)F. Starting materials: [BH4-], ClCCl, [Na+], [Na+], [OH-], N#Cc1ccc(C2(O)CCOCC2)cc1. Yields the product N#Cc1ccc(C2=CCOCC2)cc1. RXN SMILES: [BH4-:16].[Cl:20][CH2:21][Cl:22].[Na+:17].[Na+:19].[OH-:18].[OH:1][C:2]1([c:8]2[cH:9][cH:10][c:11]([C:12]#[N:13])[cH:14][cH:15]2)[CH2:3][CH2:4][O:5][CH2:6][CH2:7]1>>[C:2]1([c:8]2[cH:9][cH:10][c:11]([C:12]#[N:13])[cH:14][cH:15]2)=[CH:3][CH2:4][O:5][CH2:6][CH2:7]1. Reactants: ClC1=CC=C(C=C1)C1(CC2CCC(C1)N2C)O (Racemic 3-(4-Chloro-phenyl)-8-methyl-8-aza-bicyclo[3.2.1]octan-3-ol). Solvent: FC(C(=O)O)(F)F (trifluoroacetic acid). Yields the product ClC1=CC=C(C=C1)C1=CC2CCC(C1)N2C (racemic 3-(4-Chloro-phenyl)-8-methyl-8-aza-bicyclo[3.2.1]oct-2-ene). Procedure details: Racemic 3-(4-Chloro-phenyl)-8-methyl-8-aza-bicyclo[3.2.1]octan-3-ol (6.37 g, 25.30 mmol) was dissolved in trifluoroacetic acid (30.8 mL) and heated at reflux for 1 hour. The reaction was concentrated diluted with water (200 mL), adjusted to pH 10 with ammonium hydroxide, and extracted with diethyl ether (2×200 mL). The combined organic layers were washed with brine (100 mL), dried with magnesium sulfate and concentrated to yield racemic 3-(4-Chloro-phenyl)-8-methyl-8-aza-bicyclo[3.2.1]oct-2-ene ... RXN SMILES: [Cl:1][C:2]1[CH:7]=[CH:6][C:5]([C:8]2(O)[CH2:14][CH:13]3[N:15]([CH3:16])[CH:10]([CH2:11][CH2:12]3)[CH2:9]2)=[CH:4][CH:3]=1>FC(F)(F)C(O)=O>[Cl:1][C:2]1[CH:3]=[CH:4][C:5]([C:8]2[CH2:9][CH:10]3[N:15]([CH3:16])[CH:13]([CH2:12][CH2:11]3)[CH:14]=2)=[CH:6][CH:7]=1. The reactants are CC(C)=O, CO, C[N+]1([O-])CCOCC1, CCOC(C)=O, Cc1cc(Br)ccc1Nc1c(C(=O)NOCC2CC2)cc2c(ncn2CCCCN2CCSCC2)c1F, [Na+], [Na+], O, O=S([O-])([O-])=S. Product: Cc1cc(Br)ccc1Nc1c(C(=O)NOCC2CC2)cc2c(ncn2CCCCN2CCS(=O)(=O)CC2)c1F. Reaction SMILES: [CH3:39][C:40](=[O:41])[CH3:42].[CH3:43][OH:44].[CH3:45][N+:46]1([O-:47])[CH2:48][CH2:49][O:50][CH2:51][CH2:52]1.[CH3:60][CH2:61][O:62][C:63](=[O:64])[CH3:65].[CH:1]1([CH2:4][O:5][NH:6][C:7](=[O:8])[c:9]2[cH:10][c:11]3[c:12]([n:13][cH:14][n:15]3[CH2:16][CH2:17][CH2:18][CH2:19][N:20]3[CH2:21][CH2:22][S:23][CH2:24][CH2:25]3)[c:26]([F:37])[c:27]2[NH:28][c:29]2[c:30]([CH3:36])[cH:31][c:32]([Br:35])[cH:33][cH:34]2)[CH2:2][CH2:3]1.[Na+:58].[Na+:59].[OH2:38].[S:53]([O-:54])([O-:55])(=[O:56])=[S:57]>>[CH:1]1([CH2:4][O:5][NH:6][C:7](=[O:8])[c:9]2[cH:10][c:11]3[c:12]([n:13][cH:14][n:15]3[CH2:16][CH2:17][CH2:18][CH2:19][N:20]3[CH2:21][CH2:22][S:23](=[O:38])(=[O:44])[CH2:24][CH2:25]3)[c:26]([F:37])[c:27]2[NH:28][c:29]2[c:30]([CH3:36])[cH:31][c:32]([Br:35])[cH:33][cH:34]2)[CH2:2][CH2:3]1. The reactants are C(C)(C)(C)OC(C1=CC=C(C=C1)N)=O (4-amino-benzoic acid t-butyl ester), C(C)OC(=O)N=C=S (ethoxycarbonyl isothiocyanate). Run in C(C)(C)OC(C)C (isopropyl ether). The product is C(C)(C)(C)OC(=O)C1=CC=C(C=C1)NC(=S)NC(=O)OCC (N-(4-t-butoxycarbonylphenyl)-N'-ethoxycarbonyl thiourea). Yield: 96.3%. As a reaction SMILES: [C:1]([O:5][C:6](=[O:14])[C:7]1[CH:12]=[CH:11][C:10]([NH2:13])=[CH:9][CH:8]=1)([CH3:4])([CH3:3])[CH3:2].[CH2:15]([O:17][C:18]([N:20]=[C:21]=[S:22])=[O:19])[CH3:16]>C(OC(C)C)(C)C>[C:1]([O:5][C:6]([C:7]1[CH:8]=[CH:9][C:10]([NH:13][C:21]([NH:20][C:18]([O:17][CH2:15][CH3:16])=[O:19])=[S:22])=[CH:11][CH:12]=1)=[O:14])([CH3:4])([CH3:2])[CH3:3]. Procedure details: In 150 ml of isopropyl ether was dissolved 13.51 g of 4-amino-benzoic acid t-butyl ester. To the solution was added, while stirring at room temperature, 9.83 g of ethoxycarbonyl isothiocyanate. The mixture was stirred for two hours, then the resulting crystalline precipitate was collected by filtration, followed by recrystallization from isopropyl ether to give 21.83 g of the title compound as colorless needles. Starting materials: CC(C)(C)OC(=O)N1CCc2ccc(Cl)c(SCc3ccc(Cl)nc3)c2CC1, CC(C)(C)[O-], Cc1ccccc1, NC1CCCCC1, [Na+], CC(=O)[O-], CC(=O)[O-], [Pd+2], c1ccc(P(c2ccccc2)c2ccc3ccccc3c2-c2c(P(c3ccccc3)c3ccccc3)ccc3ccccc23)cc1. The product is CC(C)(C)OC(=O)N1CCc2ccc(Cl)c(SCc3ccc(NC4CCCCC4)nc3)c2CC1. Reaction SMILES: [C:60]([CH3:61])([CH3:62])([CH3:63])[O:64][C:65](=[O:66])[N:67]1[CH2:68][CH2:69][c:70]2[c:71]([c:74]([S:79][CH2:80][c:81]3[cH:82][n:83][c:84]([Cl:87])[cH:85][cH:86]3)[c:75]([Cl:78])[cH:76][cH:77]2)[CH2:72][CH2:73]1.[CH3:47][C:48]([CH3:49])([O-:50])[CH3:51].[CH3:88][c:89]1[cH:90][cH:91][cH:92][cH:93][cH:94]1.[NH2:53][CH:54]1[CH2:55][CH2:56][CH2:57][CH2:58][CH2:59]1.[Na+:52].[O-:100][C:101]([CH3:102])=[O:103].[O-:96][C:97]([CH3:98])=[O:99].[Pd+2:95].[cH:1]1[cH:2][cH:3][c:4]([P:5]([c:6]2[cH:7][cH:8][c:9]3[c:10]([cH:11][cH:12][cH:13][cH:14]3)[c:15]2-[c:16]2[c:17]3[c:18]([cH:19][cH:20][cH:21][cH:22]3)[cH:23][cH:24][c:25]2[P:26]([c:27]2[cH:28][cH:29][cH:30][cH:31][cH:32]2)[c:33]2[cH:34][cH:35][cH:36][cH:37][cH:38]2)[c:39]2[cH:40][cH:41][cH:42][cH:43][cH:44]2)[cH:45][cH:46]1>>[NH:53]([CH:54]1[CH2:55][CH2:56][CH2:57][CH2:58][CH2:59]1)[c:84]1[n:83][cH:82][c:81]([CH2:80][S:79][c:74]2[c:71]3[c:70]([cH:77][cH:76][c:75]2[Cl:78])[CH2:69][CH2:68][N:67]([C:65]([O:64][C:60]([CH3:61])([CH3:62])[CH3:63])=[O:66])[CH2:73][CH2:72]3)[cH:86][cH:85]1. The reactants are Cl, Cl, CC1=C(C(=O)O)C(c2ccc(F)c(F)c2)NC(=O)N1, COCC1=C(C(=O)O)C(c2ccc(F)c(F)c2)NC(=O)N1, NCCCN1CCC(O)(c2ccc(F)cc2)CC1. Yields the product CC1=C(C(=O)NCCCN2CCC(O)(c3ccc(F)cc3)CC2)C(c2ccc(F)c(F)c2)NC(=O)N1. RXN SMILES: [ClH:1].[ClH:2].[F:21][c:22]1[cH:23][c:24]([CH:29]2[NH:30][C:31](=[O:39])[NH:32][C:33]([CH3:38])=[C:34]2[C:35](=[O:36])[OH:37])[cH:25][cH:26][c:27]1[F:28].[F:40][c:41]1[cH:42][c:43]([CH:44]2[C:45]([C:46]([OH:47])=[O:48])=[C:49]([CH2:50][O:51][CH3:52])[NH:53][C:54](=[O:55])[NH:56]2)[cH:57][cH:58][c:59]1[F:60].[NH2:3][CH2:4][CH2:5][CH2:6][N:7]1[CH2:8][CH2:9][C:10]([OH:13])([c:14]2[cH:15][cH:16][c:17]([F:20])[cH:18][cH:19]2)[CH2:11][CH2:12]1>>[NH:3]([CH2:4][CH2:5][CH2:6][N:7]1[CH2:8][CH2:9][C:10]([OH:13])([c:14]2[cH:15][cH:16][c:17]([F:20])[cH:18][cH:19]2)[CH2:11][CH2:12]1)[C:35]([C:34]1=[C:33]([CH3:38])[NH:32][C:31](=[O:39])[NH:30][CH:29]1[c:24]1[cH:23][c:22]([F:21])[c:27]([F:28])[cH:26][cH:25]1)=[O:36].